From a dataset of the Open Reaction Database (ORD), a public repository of structured organic reaction records. describe an organic reaction: reactants, conditions, products, and yield Reactants: BrCC(=O)[C@H]1N(C[C@@H](C1)OS(=O)(=O)C)C(=O)OCC1=CC=C(C=C1)[N+](=O)[O-] ((2S, 4R)-2-bromoacetyl-4-methanesulfonyloxy-1- (4-nitrobenzyloxycarbonyl)pyrrolidine), C(C)(=O)OCC (ethyl acetate), COC(C(=S)N)OC (2,2-dimethoxythioacetamide). The solvent is CN(C(C)=O)C (N,N-dimethylacetamide), ClCCl (dichloromethane). Run at time 12 hour. Product: COC(C=1SC=C(N1)[C@H]1N(C[C@@H](C1)OS(=O)(=O)C)C(=O)OCC1=CC=C(C=C1)[N+](=O)[O-])OC ((2S, 4R)-2-[2-(dimethoxymethyl)thiazol-4-yl]-4-methanesulfonyloxy-1- (4-nitrobenzyloxycarbonyl)pyrrolidine). Yield: 60.3%. RXN SMILES: Br[CH2:2][C:3]([C@@H:5]1[CH2:9][C@@H:8]([O:10][S:11]([CH3:14])(=[O:13])=[O:12])[CH2:7][N:6]1[C:15]([O:17][CH2:18][C:19]1[CH:24]=[CH:23][C:22]([N+:25]([O-:27])=[O:26])=[CH:21][CH:20]=1)=[O:16])=O.[CH3:28][O:29][CH:30]([O:34][CH3:35])[C:31]([NH2:33])=[S:32].C(OCC)(=O)C>CN(C)C(=O)C.ClCCl>[CH3:28][O:29][CH:30]([O:34][CH3:35])[C:31]1[S:32][CH:2]=[C:3]([C@@H:5]2[CH2:9][C@@H:8]([O:10][S:11]([CH3:14])(=[O:13])=[O:12])[CH2:7][N:6]2[C:15]([O:17][CH2:18][C:19]2[CH:24]=[CH:23][C:22]([N+:25]([O-:27])=[O:26])=[CH:21][CH:20]=2)=[O:16])[N:33]=1. Procedure details: To a solution of (2S, 4R)-2-bromoacetyl-4-methanesulfonyloxy-1- (4-nitrobenzyloxycarbonyl)pyrrolidine (4.0 g) in a mixture of N,N-dimethylacetamide (10 ml) and dichloromethane (5 ml) was added 2,2-dimethoxythioacetamide (1.28 g) at room temperature. After stirring at room temperature for 12 hours, the mixture was poured into ethyl acetate. The organic layer was washed with water, saturated sodium bicarbonate and brine successively, dried over magnesium sulfate, and evaporated. The obtained oil w... Reactants: BrC=1C=C(C=CC1)NC1=NC=NC2=CC(=C(C=C12)OC)OC (4-(3-bromophenylamino)-6,7-dimethoxyquinazoline), 226 A1, NC1=C(C(=O)OC)C=C(C(=C1)OC)OC (methyl 2-amino-4,5-dimethoxybenzoate), C(=O)N (formamide). The solvent is O (water). Yields the product COC=1C=C2C=NC(NC2=CC1OC)=O (6,7-dimethoxyquinazolone). Reaction SMILES: BrC1C=C(N[C:9]2[C:18]3[C:13](=[CH:14][C:15]([O:21][CH3:22])=[C:16]([O:19][CH3:20])[CH:17]=3)[N:12]=[CH:11][N:10]=2)C=CC=1.NC1C=C(OC)C(OC)=CC=1C(OC)=[O:27].C(N)=O>O>[CH3:20][O:19][C:16]1[CH:17]=[C:18]2[C:13](=[CH:14][C:15]=1[O:21][CH3:22])[NH:12][C:11](=[O:27])[N:10]=[CH:9]2. Procedure details: In an example, A1 was prepared essentially as described in Barker, AJ. European Patent Application 0 566 226 A1, Oct. 20, 1993; and Gazit et al., Bioorg. Med. Chem. 4:1203-1207, 1996. Briefly, methyl 2-amino-4,5-dimethoxybenzoate was treated with formamide at 180° C. The reaction was cooled and diluted with water. The precipitate was collected by filtration, washed with water and dried to give 6,7-dimethoxyquinazolone, which was treated with thionyl chloride and dimethylformamide at reflux, conc... Starting materials: COC1=C(C=O)C=CC=C1 (2-methoxybenzaldehyde), C(CCC)[Li] (butyllithium), [Cl-].CSC[P+](C1=CC=CC=C1)(C1=CC=CC=C1)C1=CC=CC=C1 (methylmercaptomethyl-triphenyl-phosphonium chloride). Run in O1CCCC1 (tetrahydrofuran), O1CCCC1 (tetrahydrofuran), O1CCCC1 (tetrahydrofuran). Run at time 1 hour. Yields the product COC1=C(C=CC=C1)C=CSC (1-methoxy-2-(2-methylsulphanyl-vinyl)-benzene). Yield: 729.9%. Reaction SMILES: C([Li])CCC.[Cl-].[CH3:7][S:8][CH2:9][P+](C1C=CC=CC=1)(C1C=CC=CC=1)C1C=CC=CC=1.[CH3:29][O:30][C:31]1[CH:38]=[CH:37][CH:36]=[CH:35][C:32]=1[CH:33]=O>O1CCCC1>[CH3:29][O:30][C:31]1[CH:38]=[CH:37][CH:36]=[CH:35][C:32]=1[CH:33]=[CH:7][S:8][CH3:9] |f:1.2|. Procedure: 2.6 ml of a 1.6 M butyllithium solution in tetrahydrofuran are slowly added dropwise at 0° C. to a solution of 1.5 g of methylmercaptomethyl-triphenyl-phosphonium chloride in anhydrous tetrahydrofuran. After 1 hour, 5.7 g of 2-methoxybenzaldehyde in 50 ml of tetrahydrofuran are added and the resulting mixture is stirred for a further 12 hours at ambient temperature. The solvent is distilled off in vacuo and the residue remaining is taken up in diethylether. After extraction with dilute, aqueous ... The reactants are CCOC(=O)C (EtOAc), solid, C(CCCCCCCCCCC)NC(C1=CC(=C(C(=C1)C1=CC=C(C=C1)OC)OCCO)C1=C(C=CC=C1)F)=O (N-dodecyl-3-(2-fluorophenyl) 5-(4-methoxyphenyl)4-(2-hydroxyethoxy)benzamide), [K+].[Br-] (KBr), CO.CCOC(=O)C (Methanol EtOAc). Solvent: C(=O)O (formic acid). Product: C(CCCCCCCCCCC)NC(=O)C=1C=C(C(=C(C1)C1=CC=C(C=C1)OC)OCC(=O)O)C1=C(C=CC=C1)F ((5′-Dodecylcarbamoyl-2″-fluoro-4-methoxy-[1,1′;3′,1″]terphenyl-2′-yloxy)acetic acid). As a reaction SMILES: [CH2:1]([NH:13][C:14](=[O:40])[C:15]1[CH:20]=[C:19]([C:21]2[CH:26]=[CH:25][C:24]([O:27][CH3:28])=[CH:23][CH:22]=2)[C:18]([O:29][CH2:30][CH2:31][OH:32])=[C:17]([C:33]2[CH:38]=[CH:37][CH:36]=[CH:35][C:34]=2[F:39])[CH:16]=1)[CH2:2][CH2:3][CH2:4][CH2:5][CH2:6][CH2:7][CH2:8][CH2:9][CH2:10][CH2:11][CH3:12].CO.CC[O:45]C(C)=O.CCOC(C)=O.[K+].[Br-]>C(O)=O>[CH2:1]([NH:13][C:14]([C:15]1[CH:16]=[C:17]([C:33]2[CH:38]=[CH:37][CH:36]=[CH:35][C:34]=2[F:39])[C:18]([O:29][CH2:30][C:31]([OH:45])=[O:32])=[C:19]([C:21]2[CH:22]=[CH:23][C:24]([O:27][CH3:28])=[CH:25][CH:26]=2)[CH:20]=1)=[O:40])[CH2:2][CH2:3][CH2:4][CH2:5][CH2:6][CH2:7][CH2:8][CH2:9][CH2:10][CH2:11][CH3:12] |f:1.2,4.5|. Reported procedure: The tide compound was prepared as a white solid (0.229 g, 47%) from N-dodecyl-3-(2-fluorophenyl) 5-(4-methoxyphenyl)4-(2-hydroxyethoxy)benzamide using a procedure similar to step 3 of example 1. The product was purifed by preparatory plate chromatography (4% Methanol/EtOAc) followed by flash chromatography (15% EtOAc/Hex and 20% EtOAC/Hex, both with 1% formic acid); 1H NMR (400 MHz, DMSO-d6) δ0.84 (t, J=6.8 Hz, 3H), 1.17-1.27 (m, 18H), 1.44-1.51 (m, 2H), 3.22 (dd, J=6.8, 13.0 Hz, 2H), 3.78 (s, 3... The reactants are FC=1C=C2C(C(=O)OC2=O)=CC1F (4,5-Difluorphthalic anhydride), FC=1C=C(C(C(=O)O)=CC1F)C(=O)O (4,5-difluorophthalic acid). Yields the product FC=1C=C(C(=O)O)C=CC1F (3,4-difluorobenzoic acid). As a reaction SMILES: [F:1][C:2]1[CH:3]=[C:4]2[C:9](=[O:10])[O:8]C(=O)[C:5]2=[CH:11][C:12]=1[F:13].FC1C=C(C(O)=O)C(=CC=1F)C(O)=O>>[F:1][C:2]1[CH:3]=[C:4]([CH:5]=[CH:11][C:12]=1[F:13])[C:9]([OH:10])=[O:8]. Reported procedure: 4,5-Difluorphthalic anhydride and 4,5-difluorophthalic acid may be decarboxylated in high yield to 3,4-difluorobenzoic acid by heating in N-methyl-2-pyrrolidone or dimethyl acetamide using copper, copper oxide, copper salts, or halides and salts of Zn, Cd, Ag and Ni as a catalyst.